describe an organic reaction: reactants, conditions, products, and yield From a dataset of the Open Reaction Database (ORD), a public repository of structured organic reaction records. Product: OCCCOCc1ncsc1C=CSC(c1ccccc1)(c1ccccc1)c1ccccc1. Starting materials: OCCCO, ClCc1ncsc1C=CSC(c1ccccc1)(c1ccccc1)c1ccccc1. Reaction SMILES: [CH2:30]([CH2:31][CH2:32][OH:33])[OH:34].[Cl:1][CH2:2][c:3]1[n:4][cH:5][s:6][c:7]1[CH:8]=[CH:9][S:10][C:11]([c:12]1[cH:13][cH:14][cH:15][cH:16][cH:17]1)([c:18]1[cH:19][cH:20][cH:21][cH:22][cH:23]1)[c:24]1[cH:25][cH:26][cH:27][cH:28][cH:29]1>>[CH2:2]([c:3]1[n:4][cH:5][s:6][c:7]1[CH:8]=[CH:9][S:10][C:11]([c:12]1[cH:13][cH:14][cH:15][cH:16][cH:17]1)([c:18]1[cH:19][cH:20][cH:21][cH:22][cH:23]1)[c:24]1[cH:25][cH:26][cH:27][cH:28][cH:29]1)[O:34][CH2:30][CH2:31][CH2:32][OH:33].